This data is from the Open Reaction Database (ORD), a public repository of structured organic reaction records. The task is: describe an organic reaction: reactants, conditions, products, and yield Reactants: S(O)(O)(=O)=O (sulfuric acid), SC1=C(C(=O)O)C=CC=C1 (2-mercaptobenzoic acid), C(C)O (ethanol). Solvent: C1=CC=CC=C1 (benzene). Yields the product SC1=C(C(=O)OCC)C=CC=C1 (ethyl 2-mercaptobenzoate). The yield is 40.0%. Reaction SMILES: [SH:1][C:2]1[CH:10]=[CH:9][CH:8]=[CH:7][C:3]=1[C:4]([OH:6])=[O:5].[CH2:11](O)[CH3:12].S(=O)(=O)(O)O>C1C=CC=CC=1>[SH:1][C:2]1[CH:10]=[CH:9][CH:8]=[CH:7][C:3]=1[C:4]([O:6][CH2:11][CH3:12])=[O:5]. Procedure: Using a procedure similar to that of Example I, a mixture of 50 g (0.32mole) of 2-mercaptobenzoic acid, 60 g (1.3 moles) of absolute ethanol, 200 ml. of benzene and 1.0 g of sulfuric acid (98%) was heated at refux for 28 hours and yielded ethyl 2-mercaptobenzoate: 23.3 g (40% yield); bp 99°-100°C/0.8 mm; mol. wt. 182: Reactants: CC1=CC(=NC=C1)C=1C=C(C=CC1)[N+](=O)[O-] (3-(4-methylpyridin-2-yl)nitrobenzene). Reagents/catalysts: [Pd] (palladium on carbon). Solvent: C(C)O (ethanol). The product is CC1=CC(=NC=C1)C=1C=C(N)C=CC1 (3-(4-methylpyridin-2-yl)aniline). Yield: 98.8%. RXN SMILES: [CH3:1][C:2]1[CH:7]=[CH:6][N:5]=[C:4]([C:8]2[CH:9]=[C:10]([N+:14]([O-])=O)[CH:11]=[CH:12][CH:13]=2)[CH:3]=1>C(O)C.[Pd]>[CH3:1][C:2]1[CH:7]=[CH:6][N:5]=[C:4]([C:8]2[CH:9]=[C:10]([CH:11]=[CH:12][CH:13]=2)[NH2:14])[CH:3]=1. Procedure: A suspension of 3-(4-methylpyridin-2-yl)nitrobenzene (100 mg) in ethanol (2 ml) was hydrogenated over palladium on carbon (10% w/w, 50% wet, 10 mg) under a hydrogen atmosphere for 3 hours. The catalyst was filtered off, and the filtrate was evaporated under reduced pressure to give 3-(4-methylpyridin-2-yl)aniline (85 mg). The reactants are C(C1C(C(=O)OC)CC=CC1)(=O)OC (dimethyl 1,2,3,6-tetrahydro-phthalate), C(C)(=O)OC(C)=O (acetic anhydride), [Sn](Cl)(Cl)(Cl)Cl (tin tetrachloride). Solvent: O (water). Product: C(C)(=O)C=1CC(C(C(=O)OC)CC1)C(=O)OC (Dimethyl 1,2,3,6-tetrahydro-4-acetyl-phthalate). RXN SMILES: [C:1]([O:13][CH3:14])(=[O:12])[CH:2]1[CH2:11][CH:10]=[CH:9][CH2:8][CH:3]1[C:4]([O:6][CH3:7])=[O:5].[C:15](OC(=O)C)(=[O:17])[CH3:16].[Sn](Cl)(Cl)(Cl)Cl>O>[C:15]([C:9]1[CH2:8][CH:3]([C:4]([O:6][CH3:7])=[O:5])[CH:2]([CH2:11][CH:10]=1)[C:1]([O:13][CH3:14])=[O:12])(=[O:17])[CH3:16]. Reported procedure: 10 g of dimethyl 1,2,3,6-tetrahydro-phthalate (II) was treated at -5° C. with 25 ml of acetic anhydride in the presence of 9 ml of tin tetrachloride. The reaction mixture was poured into iced water and extracted with diethyl ether. The organic phase was washed with a saturated aqueous solution of sodium bicarbonate and then with water, and was then evaporated to dryness under vacuum. The obtained oil was dissolved in benzene, treated with a methanolic solution of hydrogen chloride. The solution ... The reactants are ClC=1C=CC=2N(N1)C(=NN2)C(C)C=2C=C1C=CC=NC1=CC2F (6-(1-(6-chloro-[1,2,4]triazolo[4,3-b]pyridazin-3-yl)ethyl)-7-fluoroquinoline), C(CCC)[Sn](C(=C)OCC)(CCCC)CCCC (tributyl(1-ethoxyvinyl)stannane). Reagents/catalysts: Cl[Pd]([P](C1=CC=CC=C1)(C2=CC=CC=C2)C3=CC=CC=C3)([P](C4=CC=CC=C4)(C5=CC=CC=C5)C6=CC=CC=C6)Cl (PdCl2(PPh3)2). Run in O1CCOCC1 (1,4-dioxane), CCOC(=O)C (EtOAc). Run at temperature 90 celsius, time 3 hour. The product is FC1=C(C=C2C=CC=NC2=C1)C(C)C1=NN=C2N1N=C(C=C2)C(C)=O (1-(3-(1-(7-Fluoroquinolin-6-yl)ethyl)-[1,2,4]triazolo[4,3-b]pyridazin-6-yl)ethanone). RXN SMILES: Cl[C:2]1[CH:3]=[CH:4][C:5]2[N:6]([C:8]([CH:11]([C:13]3[CH:14]=[C:15]4[C:20](=[CH:21][C:22]=3[F:23])[N:19]=[CH:18][CH:17]=[CH:16]4)[CH3:12])=[N:9][N:10]=2)[N:7]=1.C([Sn](CCCC)(CCCC)[C:29]([O:31]CC)=[CH2:30])CCC>O1CCOCC1.CCOC(C)=O.Cl[Pd](Cl)([P](C1C=CC=CC=1)(C1C=CC=CC=1)C1C=CC=CC=1)[P](C1C=CC=CC=1)(C1C=CC=CC=1)C1C=CC=CC=1>[F:23][C:22]1[CH:21]=[C:20]2[C:15]([CH:16]=[CH:17][CH:18]=[N:19]2)=[CH:14][C:13]=1[CH:11]([C:8]1[N:6]2[N:7]=[C:2]([C:29](=[O:31])[CH3:30])[CH:3]=[CH:4][C:5]2=[N:10][N:9]=1)[CH3:12] |^1:56,75|. Procedure details: A mixture of 6-(1-(6-chloro-[1,2,4]triazolo[4,3-b]pyridazin-3-yl)ethyl)-7-fluoroquinoline (100 mg, 0.305 mmol), PdCl2(PPh3)2 (21.4 mg, 0.031 mmol) and tributyl(1-ethoxyvinyl)stannane (220 mg, 0.61 mmol) in 5 mL of 1,4-dioxane was heated at 90° C. for 5 h under nitrogen. The reaction mixture was diluted with EtOAc and washed with water. The organic layer was dried over Na2SO4, filtered and concentrated in vacuo. The residue was dissolved in HOAc and 3 N HCl, and stirred at rt for 3 h. The solvent...